Dataset: the Open Reaction Database (ORD), a public repository of structured organic reaction records. Task: describe an organic reaction: reactants, conditions, products, and yield Reactants: D-Butyl lithium, C(C)(CC)[Li] (sec-butyl lithium), N1CCOCC1 (morpholine), O1C=C(C=C1)C=O (3-furaldehyde), C[Si](C)(C)Cl (trimethylsilyl chloride), solution, ice, Cl (hydrochloric acid), solution. Run in CCCCCC (hexane), C1CCCCC1 (cyclohexane), O1CCCC1 (tetrahydrofuran). Conditions: time 20 minute. Product: C[Si](C=1OC=C(C1)C=O)(C)C (2-Trimethylsilyl-4-furaldehyde). As a reaction SMILES: N1CCOCC1.[O:7]1[CH:11]=[CH:10][C:9]([CH:12]=[O:13])=[CH:8]1.C([Li])(CC)C.[CH3:19][Si:20](Cl)([CH3:22])[CH3:21].Cl>CCCCCC.O1CCCC1.C1CCCCC1>[CH3:19][Si:20]([CH3:22])([CH3:21])[C:11]1[O:7][CH:8]=[C:9]([CH:12]=[O:13])[CH:10]=1. Procedure details: D-Butyl lithium (a 2.5M solution in hexane; 28.8 ml, 72 mmol) was added to a solution of morpholine (6.28 ml, 72 mmol) in tetrahydrofuran (700 ml) at -78° under argon. After 20 minutes, 3-furaldehyde (7.0 g, 72 mmol) was added. After another 20 minutes, sec-butyl lithium (a 1.3M solution in cyclohexane; 55.4 ml, 72 mmol) was added dropwise and stirring continued at -78° for 7 hours before trimethylsilyl chloride (27 ml, 216 mmol) was added. Stirring was continued overnight (14 hours) while the c... Reactants: C(C)(C)SC1=C(C=CC=C1)[C@@H]1N(CC[C@@H]1C(=O)OC)C(=O)OC(C)(C)C ((cis)-1-tert-Butyl 3-methyl 2-(2-(isopropylthio)phenyl)pyrrolidine-1,3-dicarboxylate), OOS(=O)[O-].[K+] (Oxone), O (water). Run in CO (methanol). Run at time 3 hour. Yields the product C(C)(C)S(=O)(=O)C1=C(C=CC=C1)[C@@H]1N(CC[C@@H]1C(=O)OC)C(=O)OC(C)(C)C ((cis)-1-tert-Butyl 3-methyl 2-(2-(isopropylsulfonyl)phenyl)pyrrolidine-1,3-dicarboxylate). Reaction SMILES: [CH:1]([S:4][C:5]1[CH:10]=[CH:9][CH:8]=[CH:7][C:6]=1[C@H:11]1[C@@H:15]([C:16]([O:18][CH3:19])=[O:17])[CH2:14][CH2:13][N:12]1[C:20]([O:22][C:23]([CH3:26])([CH3:25])[CH3:24])=[O:21])([CH3:3])[CH3:2].[OH:27]OS([O-])=O.[K+].[OH2:33]>CO>[CH:1]([S:4]([C:5]1[CH:10]=[CH:9][CH:8]=[CH:7][C:6]=1[C@H:11]1[C@@H:15]([C:16]([O:18][CH3:19])=[O:17])[CH2:14][CH2:13][N:12]1[C:20]([O:22][C:23]([CH3:24])([CH3:26])[CH3:25])=[O:21])(=[O:27])=[O:33])([CH3:3])[CH3:2] |f:1.2|. Procedure details: To 13A (0.24 g, 0.63 mmol) in methanol (3 mL) was added Oxone® (1.16 g, 1.90 mmol) in water (3 mL) at 0° C. The reaction was stirred for 3 h at rt. The reaction was quenched with 5% sodium bisulfite and then neutralized with 1 M sodium hydroxide. The solvent was evaporated and the aqueous layer was extracted with dichloromethane (3×). The organic extracts were combined, washed with saturated sodium chloride and dried over sodium sulfate. The solvent was evaporated and the crude residue was purif... The reactants are C1(CCCCC1)CCCO (3-cyclohexyl-1-propanol), C(CCC)[Mg]Cl (butylmagnesium chloride). The product is C1(CCCCC1)CCC(CCCC)O (1-Cyclohexylheptan-3-ol). As a reaction SMILES: [CH:1]1([CH2:7][CH2:8][CH2:9][OH:10])[CH2:6][CH2:5][CH2:4][CH2:3][CH2:2]1.[CH2:11]([Mg]Cl)[CH2:12][CH2:13][CH3:14]>>[CH:1]1([CH2:7][CH2:8][CH:9]([OH:10])[CH2:11][CH2:12][CH2:13][CH3:14])[CH2:6][CH2:5][CH2:4][CH2:3][CH2:2]1. Procedure: The alcohol was prepared using the method described in Example 1206A starting with 3-cyclohexylpropyl carboxaldehyde (prepared by Swern oxidation of 3-cyclohexyl-1-propanol) and butylmagnesium chloride.